This data is from the Open Reaction Database (ORD), a public repository of structured organic reaction records. The task is: describe an organic reaction: reactants, conditions, products, and yield Reactants: C(=O)([O-])[O-].[K+].[K+] (K2CO3), C(C)(=O)O[BH-](OC(C)=O)OC(C)=O.[Na+] (Sodium triacetoxyborohydride), COC1=CC=CC=2[C@H]3CCCN[C@H]3CCC21 (cis-7-methoxy-1,2,3,4,4a,5,6,10b-octahydrobenzo[f]quinoline), C1(=CC=CC=C1)C1=CC=C(C(=O)NCCCC=O)C=C1 (4-(4-phenylbenzoylamino)butyraldehyde). The solvent is ClC(C)Cl (dichloroethane), C(C)(=O)OCC.CCCCC (ethyl acetate pentane). Conditions: time 12 hour. Product: COC1=CC=CC=2[C@H]3CCCN([C@H]3CCC21)CCCCNC(C2=CC=C(C=C2)C2=CC=CC=C2)=O (cis-7-Methoxy-4-(4-(4-phenylbenzoylamino)butyl)-1,2,3,4,4a,5,6,10b-octahydrobenzo[f]quinoline). Isolated yield 59.8%. Reaction SMILES: C(O[BH-](OC(=O)C)OC(=O)C)(=O)C.[Na+].[CH3:15][O:16][C:17]1[C:30]2[CH2:29][CH2:28][C@H:27]3[C@H:22]([CH2:23][CH2:24][CH2:25][NH:26]3)[C:21]=2[CH:20]=[CH:19][CH:18]=1.[C:31]1([C:37]2[CH:50]=[CH:49][C:40]([C:41]([NH:43][CH2:44][CH2:45][CH2:46][CH:47]=O)=[O:42])=[CH:39][CH:38]=2)[CH:36]=[CH:35][CH:34]=[CH:33][CH:32]=1.C([O-])([O-])=O.[K+].[K+]>ClC(Cl)C.C(OCC)(=O)C.CCCCC>[CH3:15][O:16][C:17]1[C:30]2[CH2:29][CH2:28][C@H:27]3[C@H:22]([CH2:23][CH2:24][CH2:25][N:26]3[CH2:47][CH2:46][CH2:45][CH2:44][NH:43][C:41](=[O:42])[C:40]3[CH:49]=[CH:50][C:37]([C:31]4[CH:36]=[CH:35][CH:34]=[CH:33][CH:32]=4)=[CH:38][CH:39]=3)[C:21]=2[CH:20]=[CH:19][CH:18]=1 |f:0.1,4.5.6,8.9|. Reported procedure: Sodium triacetoxyborohydride (1.5 g, 6.9 mmol) was added to a stirred mixture of cis-7-methoxy-1,2,3,4,4a,5,6,10b-octahydrobenzo[f]quinoline (D6b, 1.0 g, 4.6 mmol) and 4-(4-phenylbenzoylamino)butyraldehyde (1.4 g, 5.1 mmol) in dichloroethane (50 ml) at room temperature. After stirring for 12 h, saturated aqueous K2CO3 (40 ml) was added and the mixture extracted into dichloromethane (3×20 ml). The combined organic extracts were washed with brine, dried (Na2SO4) and concentrated in vacuo to give a...